This data is from the Open Reaction Database (ORD), a public repository of structured organic reaction records. The task is: describe an organic reaction: reactants, conditions, products, and yield The reactants are CC(C)O, [K+], [OH-], O, CCOC(=O)N1CCC(Nc2nc3cccnc3n2Cc2ccco2)CC1. Yields the product c1coc(Cn2c(NC3CCNCC3)nc3cccnc32)c1. Reaction SMILES: [CH3:30][CH:31]([OH:32])[CH3:33].[K+:29].[OH-:28].[OH2:34].[o:1]1[c:2]([CH2:6][n:7]2[c:8]([NH:16][CH:17]3[CH2:18][CH2:19][N:20]([C:23]([O:24][CH2:25][CH3:26])=[O:27])[CH2:21][CH2:22]3)[n:9][c:10]3[c:11]2[n:12][cH:13][cH:14][cH:15]3)[cH:3][cH:4][cH:5]1>>[o:1]1[c:2]([CH2:6][n:7]2[c:8]([NH:16][CH:17]3[CH2:18][CH2:19][NH:20][CH2:21][CH2:22]3)[n:9][c:10]3[c:11]2[n:12][cH:13][cH:14][cH:15]3)[cH:3][cH:4][cH:5]1. Reactants: CO, N#CC1(c2ccc(-c3ccc(Cl)c(Cl)c3)c(F)c2)CC1, Cl, [K+], [OH-], O. Product: O=C(O)C1(c2ccc(-c3ccc(Cl)c(Cl)c3)c(F)c2)CC1. Reaction SMILES: [CH3:24][OH:25].[Cl:1][c:2]1[cH:3][c:4](-[c:9]2[c:10]([F:20])[cH:11][c:12]([C:15]3([C:18]#[N:19])[CH2:16][CH2:17]3)[cH:13][cH:14]2)[cH:5][cH:6][c:7]1[Cl:8].[ClH:23].[K+:22].[OH-:21].[OH2:26]>>[Cl:1][c:2]1[cH:3][c:4](-[c:9]2[c:10]([F:20])[cH:11][c:12]([C:15]3([C:18](=[O:21])[OH:25])[CH2:16][CH2:17]3)[cH:13][cH:14]2)[cH:5][cH:6][c:7]1[Cl:8]. Reported procedure: In a manner similar to that described in Example 1 (Step 1), 6-chloro-1-trityl-1H-pyrazolo[4,3-c]pyridin-3(2H)-one (3B) was treated with 1-bromo-2-methoxyethane and potassium carbonate (DMF, room temperature, overnight) to provide 6-chloro-3-(2-methoxyethoxy)-1-trityl-1H-pyrazolo[4,3-c]pyridine (84% yield). Reactants: ClC1=CC2=C(C=N1)C(NN2C(C2=CC=CC=C2)(C2=CC=CC=C2)C2=CC=CC=C2)=O (6-chloro-1-trityl-1H-pyrazolo[4,3-c]pyridin-3(2H)-one), BrCCOC (1-bromo-2-methoxyethane), C([O-])([O-])=O.[K+].[K+] (potassium carbonate). The yield is 84.0%. The product is ClC1=CC2=C(C=N1)C(=NN2C(C2=CC=CC=C2)(C2=CC=CC=C2)C2=CC=CC=C2)OCCOC (6-chloro-3-(2-methoxyethoxy)-1-trityl-1H-pyrazolo[4,3-c]pyridine). RXN SMILES: [Cl:1][C:2]1[N:7]=[CH:6][C:5]2[C:8](=[O:30])[NH:9][N:10]([C:11]([C:24]3[CH:29]=[CH:28][CH:27]=[CH:26][CH:25]=3)([C:18]3[CH:23]=[CH:22][CH:21]=[CH:20][CH:19]=3)[C:12]3[CH:17]=[CH:16][CH:15]=[CH:14][CH:13]=3)[C:4]=2[CH:3]=1.Br[CH2:32][CH2:33][O:34][CH3:35].C(=O)([O-])[O-].[K+].[K+]>>[Cl:1][C:2]1[N:7]=[CH:6][C:5]2[C:8]([O:30][CH2:32][CH2:33][O:34][CH3:35])=[N:9][N:10]([C:11]([C:18]3[CH:23]=[CH:22][CH:21]=[CH:20][CH:19]=3)([C:12]3[CH:13]=[CH:14][CH:15]=[CH:16][CH:17]=3)[C:24]3[CH:25]=[CH:26][CH:27]=[CH:28][CH:29]=3)[C:4]=2[CH:3]=1 |f:2.3.4|. Reaction SMILES: [S:1]1[C:5]2[CH:6]=[CH:7][CH:8]=[CH:9][C:4]=2[CH:3]=[C:2]1[CH2:10]O.CS(OS(C)(=O)=O)(=O)=O.CC(=O)OCC.[N:27]1[CH:32]=[CH:31][CH:30]=[CH:29][C:28]=1[N:33]1[CH2:38][CH2:37][NH:36][CH2:35][CH2:34]1>C(Cl)Cl>[S:1]1[C:5]2[CH:6]=[CH:7][CH:8]=[CH:9][C:4]=2[CH:3]=[C:2]1[CH2:10][N:36]1[CH2:37][CH2:38][N:33]([C:28]2[CH:29]=[CH:30][CH:31]=[CH:32][N:27]=2)[CH2:34][CH2:35]1. The product is S1C(=CC2=C1C=CC=C2)CN2CCN(CC2)C2=NC=CC=C2 (1-(1-benzothien-2-ylmethyl)-4-(2-pyridinyl)piperazine). Solvent: C(Cl)Cl (DCM). Reported procedure: The product from Example 8A (300 mg 1.8 mmol), methane sulfonic anhydride (313 mg, 1.8 mmol), and D1 EA (200 μL 5.4 mmol) were combined. After stirring, 1-(2-pyridinyl)piperazine (328 mg, 2.9 mmol) in 4 ml DCM was also combined and the mixture was processed as described in Example 8B to provide the title compound. 1H NMR (300 MHz, DMSO-d6) δ 2.57 (m, 4H) 3.50 (m, 4H) 3.84 (s, 2H) 6.63 (m, 2H) 6.81 (d, J=8.48 Hz, 1H) 7.32 (m, 2H) 7.52 (m, 2H) 7.77 (m, 1H) 7.90 (m, 1H). (ESI) m/z 310 (M+H)+. The reactants are S1C(=CC2=C1C=CC=C2)CO (1-benzothien-2-ylmethanol), CC(OCC)=O (EA), N1=C(C=CC=C1)N1CCNCC1 (1-(2-pyridinyl)piperazine), CS(=O)(=O)OS(=O)(=O)C (methane sulfonic anhydride), D1.